This data is from the Open Reaction Database (ORD), a public repository of structured organic reaction records. The task is: describe an organic reaction: reactants, conditions, products, and yield The reactants are FC(S(=O)(=O)[O-])(F)F.[Dy+3].FC(S(=O)(=O)[O-])(F)F.FC(S(=O)(=O)[O-])(F)F (Dysprosium (III) trifluoromethanesulfonate), C1(=CC=CC=C1)OC (anisole), C(C)C(C(=O)O)CC (2-ethylbutanoic acid), O (water). The solvent is C1(=CC=CC=C1)C (toluene). Conditions: time 48 hour. Yields the product COC1=CC=C(C=C1)C(C(CC)CC)=O (para-methoxy-2-ethylbutyrophenone). Isolated yield 43.7%. Reaction SMILES: FC(F)(F)S([O-])(=O)=O.[Dy+3].FC(F)(F)S([O-])(=O)=O.FC(F)(F)S([O-])(=O)=O.[C:26]1([O:32][CH3:33])[CH:31]=[CH:30][CH:29]=[CH:28][CH:27]=1.[CH2:34]([CH:36]([CH2:40][CH3:41])[C:37](O)=[O:38])[CH3:35].O>C1(C)C=CC=CC=1>[CH3:33][O:32][C:26]1[CH:31]=[CH:30][C:29]([C:37](=[O:38])[CH:36]([CH2:40][CH3:41])[CH2:34][CH3:35])=[CH:28][CH:27]=1 |f:0.1.2.3|. Procedure details: Dysprosium (III) trifluoromethanesulfonate (3.66 g as a wet solid), anisole (1.08 g) and 2-ethylbutanoic acid (1.16 g) were refluxed together in 125 mL toluene with azeotropic removal of the lower water layer (Dean-Stark apparatus). After 48 hours, the mixture was cooled and extracted with 3×25 mL water, then by 2×25 mL saturated sodium bicarbonate solution. The organic layer was dried using anhydrous sodium sulfate, filtered, then concentrated down in vacuo to give para-methoxy-2-ethylbutyrophe... Reactants: ClN1C(CCC1=O)=O (N-chlorosuccinimide), C(N)(=O)C=1N=CC(=NC1NC1=CC(=C(C=C1)N1CCC2(OCCO2)CC1)C)N[C@H]1CN(CC1)C(=O)OC(C)(C)C (tert-butyl (3R)-3-[(5-carbamoyl-6-{[4-(1,4-dioxa-8-azaspiro[4.5]dec-8-yl)-3-methylphenyl]amino}pyrazin-2-yl)amino]pyrrolidine-1-carboxylate), ClN1C(CCC1=O)=O (N-chlorosuccinimide). Solvent: C(Cl)(Cl)Cl (chloroform). Conditions: time 4 hour. The product is C(N)(=O)C=1N=C(C(=NC1NC1=CC(=C(C=C1)N1CCC2(OCCO2)CC1)C)N[C@H]1CN(CC1)C(=O)OC(C)(C)C)Cl (tert-butyl (3R)-3-[(5-carbamoyl-3-chloro-6-{[4-(1,4-dioxa-8-azaspiro[4.5]dec-8-yl)-3-methylphenyl]amino}pyrazin-2-yl)amino]pyrrolidine-1-carboxylate). Isolated yield 69.1%. Reaction SMILES: [C:1]([C:4]1[N:5]=[CH:6][C:7]([NH:28][C@@H:29]2[CH2:33][CH2:32][N:31]([C:34]([O:36][C:37]([CH3:40])([CH3:39])[CH3:38])=[O:35])[CH2:30]2)=[N:8][C:9]=1[NH:10][C:11]1[CH:16]=[CH:15][C:14]([N:17]2[CH2:26][CH2:25][C:20]3([O:24][CH2:23][CH2:22][O:21]3)[CH2:19][CH2:18]2)=[C:13]([CH3:27])[CH:12]=1)(=[O:3])[NH2:2].[Cl:41]N1C(=O)CCC1=O>C(Cl)(Cl)Cl>[C:1]([C:4]1[N:5]=[C:6]([Cl:41])[C:7]([NH:28][C@@H:29]2[CH2:33][CH2:32][N:31]([C:34]([O:36][C:37]([CH3:40])([CH3:39])[CH3:38])=[O:35])[CH2:30]2)=[N:8][C:9]=1[NH:10][C:11]1[CH:16]=[CH:15][C:14]([N:17]2[CH2:26][CH2:25][C:20]3([O:21][CH2:22][CH2:23][O:24]3)[CH2:19][CH2:18]2)=[C:13]([CH3:27])[CH:12]=1)(=[O:3])[NH2:2]. Reported procedure: To a mixture of tert-butyl (3R)-3-[(5-carbamoyl-6-{[4-(1,4-dioxa-8-azaspiro[4.5]dec-8-yl)-3-methylphenyl]amino}pyrazin-2-yl)amino]pyrrolidine-1-carboxylate (1.16 g) and chloroform (35 mL) was added N-chlorosuccinimide (294 mg), followed by stirring at room temperature for 4 hours, and then N-chlorosuccinimide (84 mg) was added thereto, followed by stirring at room temperature for 1 hour. To the reactant was added silica gel, and then the solvent was evaporated under reduced pressure and then pur... Reactants: C(C)(=O)OC(C)=O (Acetic anhydride), C(C)(C)(C)C1=CC=C(C=C1)\C(=C/CN)\C1=NC(=C(C=C1)Cl)OC ((2E)-3-(4-tert-butylphenyl)-3-(5-chloro-6-methoxypyridin-2-yl)prop-2-en-1-amine), Cl (hydrochloric acid). Run in N1=CC=CC=C1 (pyridine). Conditions: time 1.5 hour. The product is C(C)(C)(C)C1=CC=C(C=C1)\C(=C/CNC(C)=O)\C1=NC(=C(C=C1)Cl)OC (N-[(2E)-3-(4-tert-butylphenyl)-3-(5-chloro-6-methoxypyridin-2-yl)prop-2-en-1-yl]acetamide). RXN SMILES: [C:1](OC(=O)C)(=[O:3])[CH3:2].[C:8]([C:12]1[CH:17]=[CH:16][C:15](/[C:18](/[C:22]2[CH:27]=[CH:26][C:25]([Cl:28])=[C:24]([O:29][CH3:30])[N:23]=2)=[CH:19]\[CH2:20][NH2:21])=[CH:14][CH:13]=1)([CH3:11])([CH3:10])[CH3:9].Cl>N1C=CC=CC=1>[C:8]([C:12]1[CH:17]=[CH:16][C:15](/[C:18](/[C:22]2[CH:27]=[CH:26][C:25]([Cl:28])=[C:24]([O:29][CH3:30])[N:23]=2)=[CH:19]\[CH2:20][NH:21][C:1](=[O:3])[CH3:2])=[CH:14][CH:13]=1)([CH3:11])([CH3:9])[CH3:10]. Procedure: Acetic anhydride (21 μL) was added to a solution of (2E)-3-(4-tert-butylphenyl)-3-(5-chloro-6-methoxypyridin-2-yl)prop-2-en-1-amine in pyridine (1 mL), and the mixture was stirred at room temperature for 1.5 hours. 1 M hydrochloric acid was added to the reaction solution, followed by extraction with chloroform. The organic layer was dried over magnesium sulfate and filtered, after which the solvent was evaporated under reduced pressure. The residue was purified by silica gel column chromatograph... Reported procedure: Under a nitrogen atmosphere a stirred solution of 4.8 grams (0.014 mole) of 5-hydroxy-5-[3-(4-trifluoromethylphenyl)phenyl]hexanenitrile in 40 mL (0.760 mole) of acetonitrile was cooled to 0° C., and 9.4 grams (0.086 mole) of trimethyl-silyl chloride was added slowly. Upon completion of addition, the reaction mixture was stirred for about 15 minutes, and then 40 mL of hexane was added. After this time the reaction mixture was again stirred for 15 minutes, and 13.0 grams (0.086 mole) of sodium io... The yield is 72.0%. Reaction SMILES: O[C:2]([C:9]1[CH:14]=[CH:13][CH:12]=[C:11]([C:15]2[CH:20]=[CH:19][C:18]([C:21]([F:24])([F:23])[F:22])=[CH:17][CH:16]=2)[CH:10]=1)([CH3:8])[CH2:3][CH2:4][CH2:5][C:6]#[N:7].C(#N)C.C[Si](Cl)(C)C.[I-].[Na+]>CCCCCC>[F:22][C:21]([F:23])([F:24])[C:18]1[CH:17]=[CH:16][C:15]([C:11]2[CH:10]=[C:9]([CH:2]([CH3:8])[CH2:3][CH2:4][CH2:5][C:6]#[N:7])[CH:14]=[CH:13][CH:12]=2)=[CH:20][CH:19]=1 |f:3.4|. Run at time 15 minute. Product: FC(C1=CC=C(C=C1)C=1C=C(C=CC1)C(CCCC#N)C)(F)F (5-[3-(4-trifluoromethylphenyl)phenyl]hexanenitrile). Starting materials: [I-].[Na+] (sodium iodide), OC(CCCC#N)(C)C1=CC(=CC=C1)C1=CC=C(C=C1)C(F)(F)F (5-hydroxy-5-[3-(4-trifluoromethylphenyl)phenyl]hexanenitrile), C(C)#N (acetonitrile), C[Si](C)(C)Cl (trimethyl-silyl chloride). Solvent: CCCCCC (hexane). The reactants are N1=CC=CC=C1.S(=O)(=O)(O)OS(=O)(=O)O.OC/C(=C/CC/C(=C/CO)/C)/CC\C=C(\CCC=C(C)C)/C ((E,E,E)-7-hydroxymethyl-3,11,15-trimethyl-2,6,10,14-hexadecatetraen-1-ol disulfate pyridine salt), C(C)C(C(=O)[O-])CCCC.[Na+] (sodium 2-ethylhexanoate). Solvent: C(C)(=O)OCC (ethyl acetate). Product: [Na+].S(=O)(=O)([O-])OS(=O)(=O)[O-].OC/C(=C/CC/C(=C/CO)/C)/CC\C=C(\CCC=C(C)C)/C.[Na+] ((E,E,E)-7-hydroxymethyl-3,11,15-trimethyl-2,6,10,14-hexadecatetraen-1-ol disulfate sodium salt). Reaction SMILES: N1C=CC=CC=1.[S:7]([O:11][S:12]([OH:15])(=[O:14])=[O:13])([OH:10])(=[O:9])=[O:8].[OH:16][CH2:17]/[C:18](/[CH2:27][CH2:28]/[CH:29]=[C:30](\[CH3:37])/[CH2:31][CH2:32][CH:33]=[C:34]([CH3:36])[CH3:35])=[CH:19]/[CH2:20][CH2:21]/[C:22](/[CH3:26])=[CH:23]/[CH2:24][OH:25].C(C(CCCC)C([O-])=O)C.[Na+:48]>C(OCC)(=O)C>[Na+:48].[S:7]([O:11][S:12]([O-:15])(=[O:14])=[O:13])([O-:10])(=[O:9])=[O:8].[OH:16][CH2:17]/[C:18](/[CH2:27][CH2:28]/[CH:29]=[C:30](\[CH3:37])/[CH2:31][CH2:32][CH:33]=[C:34]([CH3:36])[CH3:35])=[CH:19]/[CH2:20][CH2:21]/[C:22](/[CH3:26])=[CH:23]/[CH2:24][OH:25].[Na+:48] |f:0.1.2,3.4,6.7.8.9|. Procedure details: Following the procedures of Example 27, a solution of 2.2 g of (E,Z,E) and (E,E,E)-7-hydroxymethyl-3,11,15-trimethyl-2,6,10,14-hexadecatetraen-1-ol disulfate pyridine salt prepared in Example 28 in 20 ml of ethyl acetate was treated with 6.0 ml (2 mM/ml) of sodium 2-ethylhexanoate to afford 1.4 g of the end product as a white powder. Starting materials: CCCC(C)C (isohexane), NC=1C=C(C=CC1C)NC(C1=CC(=CC(=C1)N1CCOCC1)F)=O (N-(3-amino-4-methylphenyl)-3-fluoro-5-morpholinobenzamide), C(N)(=O)C1=CC(=NC(=N1)Cl)Cl (6-carbamoyl-2,4-dichloropyrimidine), C(C)(C)N(C(C)C)CC (N,N-di-isopropylethylamine). Run in O (Water), C(CCC)O (n-butanol). Product: C(N)(=O)C1=CC(=NC(=N1)Cl)NC1=C(C=CC(=C1)NC(C1=CC(=CC(=C1)N1CCOCC1)F)=O)C (6-Carbamoyl-2-chloro-4-[5-(3-fluoro-5-morpholinobenzamido)-2-methylanilino]-pyrimidine). Isolated yield 12.1%. RXN SMILES: [NH2:1][C:2]1[CH:3]=[C:4]([NH:9][C:10](=[O:24])[C:11]2[CH:16]=[C:15]([N:17]3[CH2:22][CH2:21][O:20][CH2:19][CH2:18]3)[CH:14]=[C:13]([F:23])[CH:12]=2)[CH:5]=[CH:6][C:7]=1[CH3:8].[C:25]([C:28]1[N:33]=[C:32]([Cl:34])[N:31]=[C:30](Cl)[CH:29]=1)(=[O:27])[NH2:26].C(N(CC)C(C)C)(C)C.CCCC(C)C>O.C(O)CCC>[C:25]([C:28]1[N:33]=[C:32]([Cl:34])[N:31]=[C:30]([NH:1][C:2]2[CH:3]=[C:4]([NH:9][C:10](=[O:24])[C:11]3[CH:16]=[C:15]([N:17]4[CH2:18][CH2:19][O:20][CH2:21][CH2:22]4)[CH:14]=[C:13]([F:23])[CH:12]=3)[CH:5]=[CH:6][C:7]=2[CH3:8])[CH:29]=1)(=[O:27])[NH2:26]. Reported procedure: A mixture of N-(3-amino-4-methylphenyl)-3-fluoro-5-morpholinobenzamide (0.33 g), 6-carbamoyl-2,4-dichloropyrimidine (0.212 g), N,N-di-isopropylethylamine (0.53 ml) and n-butanol (5 ml) was stirred and heated to reflux for 36 hours. Water and isohexane were added and the precipitated product was isolated and dried. There was thus obtained the title compound (0.059 g); NMR Spectrum: (DMSOd6) 2.14 (s, 3H), 3.23 (m, 4H), 3.72 (m, 4H), 6.97 (d, 1H), 7.12 (d, 1H), 7.29 (m, 2H), 7.6 (d, 1H), 7.74 (s, 1... Reactants: CC(C)(C)c1ccc(-c2nn(C(C)(C)C)c3ncnc(N)c23)cc1, O=CO, Cl. The product is CC(C)(C)c1ccc(-c2n[nH]c3ncnc(N)c23)cc1. RXN SMILES: [C:1]([CH3:2])([CH3:3])([CH3:4])[n:5]1[n:6][c:7](-[c:15]2[cH:16][cH:17][c:18]([C:21]([CH3:22])([CH3:23])[CH3:24])[cH:19][cH:20]2)[c:8]2[c:9]1[n:10][cH:11][n:12][c:13]2[NH2:14].[CH:25]([OH:26])=[O:27].[ClH:28]>>[nH:5]1[n:6][c:7](-[c:15]2[cH:16][cH:17][c:18]([C:21]([CH3:22])([CH3:23])[CH3:24])[cH:19][cH:20]2)[c:8]2[c:9]1[n:10][cH:11][n:12][c:13]2[NH2:14]. Starting materials: S(O)(O)(=O)=O (sulfuric acid), C(C)N (ethylamine), O1CCC(CC1)=O (tetrahydro-2H-pyran-4-one), [Na] (sodium). Solvent: CO (methanol). Conditions: time 16 hour. The product is C(C)NC1CCOCC1 (Ethyl(tetrahydro-2H-pyran-4-yl)amine). As a reaction SMILES: S(=O)(=O)(O)O.[CH2:6]([NH2:8])[CH3:7].[O:9]1[CH2:14][CH2:13][C:12](=O)[CH2:11][CH2:10]1.[Na]>CO>[CH2:6]([NH:8][CH:12]1[CH2:13][CH2:14][O:9][CH2:10][CH2:11]1)[CH3:7] |^1:15|. Reported procedure: At 0° C. and with efficient cooling, 51 g (0.5 mol) of conc. sulfuric acid were added dropwise to a solution of 105 g (2.3 mol) of ethylamine in 0.5 l of methanol. 50 g (0.5 mol) of tetrahydro-2H-pyran-4-one and 18.8 g (0.3 mol) of sodium cyanoborhydride were then added successively. After 16 hours at room temperature, the methanol was distilled off, an excess of 10% strength aqueous sodium hydroxide solution was added and the aqueous phase was extracted three times with dichloromethane. The com... Reactants: O=C([O-])[O-], CCOC(=O)c1sc(N2CCN(CCOS(=O)(=O)c3ccc(C)cc3)C2=O)cc1C, CN(C)C=O, [K+], [K+], Oc1ccccc1. Product: CCOC(=O)c1sc(N2CCN(CCOc3ccccc3)C2=O)cc1C. Reaction SMILES: [C:38](=[O:39])([O-:40])[O-:41].[CH3:1][c:2]1[c:3]([C:26](=[O:27])[O:28][CH2:29][CH3:30])[s:4][c:5]([N:7]2[C:8](=[O:25])[N:9]([CH2:12][CH2:13][O:14][S:15]([c:16]3[cH:17][cH:18][c:19]([CH3:20])[cH:21][cH:22]3)(=[O:23])=[O:24])[CH2:10][CH2:11]2)[cH:6]1.[CH3:44][N:45]([CH3:46])[CH:47]=[O:48].[K+:42].[K+:43].[OH:31][c:32]1[cH:33][cH:34][cH:35][cH:36][cH:37]1>>[CH3:1][c:2]1[c:3]([C:26](=[O:27])[O:28][CH2:29][CH3:30])[s:4][c:5]([N:7]2[C:8](=[O:25])[N:9]([CH2:12][CH2:13][O:14][c:32]3[cH:33][cH:34][cH:35][cH:36][cH:37]3)[CH2:10][CH2:11]2)[cH:6]1. Reaction SMILES: [Br:1][C:2]1[C:7](=[O:8])[N:6]2[CH2:9][CH2:10][CH2:11][NH:12][C:5]2=[N:4][C:3]=1[C:13]1[CH:18]=[CH:17][N:16]=[CH:15][CH:14]=1.[CH2:19]([CH:27]1[CH2:29][O:28]1)[CH2:20][C:21]1[CH:26]=[CH:25][CH:24]=[CH:23][CH:22]=1.[Li+].C[Si]([N-][Si](C)(C)C)(C)C.[NH4+].[Cl-]>CN(C=O)C>[Br:1][C:2]1[C:7](=[O:8])[N:6]2[CH2:9][CH2:10][CH2:11][N:12]([CH2:29][CH:27]([OH:28])[CH2:19][CH2:20][C:21]3[CH:26]=[CH:25][CH:24]=[CH:23][CH:22]=3)[C:5]2=[N:4][C:3]=1[C:13]1[CH:14]=[CH:15][N:16]=[CH:17][CH:18]=1 |f:2.3,4.5|. Reported procedure: A mixture of 3-Bromo-2-pyridin-4-yl-6,7,8,9-tetrahydro-pyrimido[1,2-a]pyrimidin-4-one (0.45 g, 1.46 mmol) and 2-Phenethyl-oxirane (0.65 g, 4.4 mmol) in DMF (20 mL) was treated LiHMDS (5 mL, 5 mml). The mixture was heated at 90 C for 1 h and was cooled to room temperature. Saturated NH4Cl (50 mL) was added and the mixture was extracted with CH2Cl2 (3×20 mL). The organic phase was washed with H2O (3×), dried (Na2SO4), and concentrated. The resulting brown oil was chromatographed on silica with 1-5... Yields the product BrC1=C(N=C2N(C1=O)CCCN2CC(CCC2=CC=CC=C2)O)C2=CC=NC=C2 (Bromo-9-(2-hydroxy-4-phenyl-butyl)-2-pyridin-4-yl-6,7,8,9-tetrahydro-pyrimido[1,2-a]pyrimidin-4-one). Starting materials: [NH4+].[Cl-] (NH4Cl), BrC1=C(N=C2N(C1=O)CCCN2)C2=CC=NC=C2 (3-Bromo-2-pyridin-4-yl-6,7,8,9-tetrahydro-pyrimido[1,2-a]pyrimidin-4-one), C(CC1=CC=CC=C1)C1OC1 (2-Phenethyl-oxirane), [Li+].C[Si](C)(C)[N-][Si](C)(C)C (LiHMDS). The solvent is CN(C)C=O (DMF).